This data is from the Open Reaction Database (ORD), a public repository of structured organic reaction records. The task is: describe an organic reaction: reactants, conditions, products, and yield Starting materials: ( 5 ), OCC(O)CO (glycerol), ( 6 ), O (water). Yields the product C(=O)C=C (acrolein), C(C=C)(=O)O (acrylic acid). Reaction SMILES: [OH2:1].[OH:2][CH2:3][CH:4]([CH2:6][OH:7])O>>[CH:3]([CH:4]=[CH2:6])=[O:2].[C:6]([OH:7])(=[O:1])[CH:4]=[CH2:3]. Reported procedure: The stream (6) has a high water content due to the composition of the stream (5) entering the reactor (glycerol charge) and to the reaction itself (dehydration). Stage b) in the process according to the invention consists in separating this stream (6) into a phase (9) enriched in acrolein and a phase (10) rich in water and depleted in acrolein. This stage b), such as the partial separation of the water described, for example, in Patent Application WO 08/087315 on behalf of the Applicant Company ... Reactants: O=C([O-])[O-], CN(C)C=O, CCOC(=O)NCCCl, Oc1ccc(Oc2cc(F)cc(F)c2)cc1, [I-], [K+], [K+], [K+]. Product: CCOC(=O)NCCOc1ccc(Oc2cc(F)cc(F)c2)cc1. Reaction SMILES: [C:1](=[O:2])([O-:3])[O-:4].[CH3:34][N:35]([CH3:36])[CH:37]=[O:38].[Cl:7][CH2:8][CH2:9][NH:10][C:11]([O:12][CH2:13][CH3:14])=[O:15].[F:18][c:19]1[cH:20][c:21]([O:22][c:23]2[cH:24][cH:25][c:26]([OH:29])[cH:27][cH:28]2)[cH:30][c:31]([F:33])[cH:32]1.[I-:17].[K+:16].[K+:5].[K+:6]>>[CH2:8]([CH2:9][NH:10][C:11]([O:12][CH2:13][CH3:14])=[O:15])[O:29][c:26]1[cH:25][cH:24][c:23]([O:22][c:21]2[cH:20][c:19]([F:18])[cH:32][c:31]([F:33])[cH:30]2)[cH:28][cH:27]1.